Task: describe an organic reaction: reactants, conditions, products, and yield. Dataset: the Open Reaction Database (ORD), a public repository of structured organic reaction records The reactants are C(CCC)C1=NC(=C2N1C=CC=C2)C(C(F)(F)F)=O (1-(3-butyl-imidazo[1,5-a]pyridin-1-yl)-2,2,2-trifluoro-ethanone), [OH-].[K+] (KOH). The solvent is CCO (EtOH). Conditions: time 15 hour. Product: C(CCC)C1=NC(=C2N1C=CC=C2)C(=O)O (3-butyl-imidazo[1,5-a]pyridine-1-carboxylic acid). Isolated yield 61.9%. As a reaction SMILES: [CH2:1]([C:5]1[N:9]2[CH:10]=[CH:11][CH:12]=[CH:13][C:8]2=[C:7]([C:14](=[O:19])C(F)(F)F)[N:6]=1)[CH2:2][CH2:3][CH3:4].[OH-:20].[K+]>CCO>[CH2:1]([C:5]1[N:9]2[CH:10]=[CH:11][CH:12]=[CH:13][C:8]2=[C:7]([C:14]([OH:19])=[O:20])[N:6]=1)[CH2:2][CH2:3][CH3:4] |f:1.2|. Procedure details: To a solution of 1-(3-butyl-imidazo[1,5-a]pyridin-1-yl)-2,2,2-trifluoro-ethanone (400 mg, 1.48 mmol) in EtOH (10 mL) was added KOH (830 mg, 14.8 mmol). The mixture was stirred at ambient temperature for 15 h. After this time the mixture was concentrated, diluted with water (10 mL) and acidified to pH 3 with 2N HCl. The aqueous mixture was extracted with ethyl acetate (3×50 mL) and the combined organic layers were dried over anhydrous sodium sulfate and concentrated in vacuo to yield the title co... Reactants: CC(C)(C)OC(=O)CBr, CN(C)C=O, [H-], [Na+], ON=C(c1ccccc1)c1cc2ccncc2[nH]1. Yields the product CC(C)(C)OC(=O)CON=C(c1ccccc1)c1cc2ccncc2[nH]1. RXN SMILES: [Br:21][CH2:22][C:23](=[O:24])[O:25][C:26]([CH3:27])([CH3:28])[CH3:29].[CH3:30][N:31]([CH3:32])[CH:33]=[O:34].[H-:19].[Na+:20].[c:1]1([C:7](=[N:8][OH:9])[c:10]2[cH:11][c:12]3[c:13]([cH:14][n:15][cH:16][cH:17]3)[nH:18]2)[cH:2][cH:3][cH:4][cH:5][cH:6]1>>[c:1]1([C:7](=[N:8][O:9][CH2:22][C:23](=[O:24])[O:25][C:26]([CH3:27])([CH3:28])[CH3:29])[c:10]2[cH:11][c:12]3[c:13]([cH:14][n:15][cH:16][cH:17]3)[nH:18]2)[cH:2][cH:3][cH:4][cH:5][cH:6]1. Starting materials: CC#N, Nc1ccc(OC(c2ccc(Cl)cc2)C2CC2)cc1, O=C=NC(=O)c1c(F)cccc1F. Product: O=C(NC(=O)c1c(F)cccc1F)Nc1ccc(OC(c2ccc(Cl)cc2)C2CC2)cc1. RXN SMILES: [CH3:33][C:34]#[N:35].[CH:14]1([CH:17]([c:18]2[cH:19][cH:20][c:21]([Cl:24])[cH:22][cH:23]2)[O:25][c:26]2[cH:27][cH:28][c:29]([NH2:30])[cH:31][cH:32]2)[CH2:15][CH2:16]1.[F:1][c:2]1[c:3]([C:4](=[O:5])[N:6]=[C:7]=[O:8])[c:9]([F:13])[cH:10][cH:11][cH:12]1>>[F:1][c:2]1[c:3]([C:4](=[O:5])[NH:6][C:7](=[O:8])[NH:30][c:29]2[cH:28][cH:27][c:26]([O:25][CH:17]([CH:14]3[CH2:15][CH2:16]3)[c:18]3[cH:19][cH:20][c:21]([Cl:24])[cH:22][cH:23]3)[cH:32][cH:31]2)[c:9]([F:13])[cH:10][cH:11][cH:12]1. Product: COC(=O)C1CN(Cc2ccccc2)CCCN1S(=O)(=O)c1ccc(OC)cc1. The reactants are C=C(C(=O)OC)N(CCCCl)S(=O)(=O)c1ccc(OC)cc1, CCN(C(C)C)C(C)C, [I-], NCc1ccccc1, [Na+], CN(C)C=O. RXN SMILES: [CH3:1][O:2][C:3]([C:4](=[CH2:5])[N:6]([S:7](=[O:8])(=[O:9])[c:10]1[cH:11][cH:12][c:13]([O:16][CH3:17])[cH:14][cH:15]1)[CH2:18][CH2:19][CH2:20][Cl:21])=[O:22].[CH:33]([N:34]([CH:35]([CH3:36])[CH3:37])[CH2:38][CH3:39])([CH3:40])[CH3:41].[I-:24].[NH2:25][CH2:26][c:27]1[cH:28][cH:29][cH:30][cH:31][cH:32]1.[Na+:23].[O:42]=[CH:43][N:44]([CH3:45])[CH3:46]>>[CH3:1][O:2][C:3]([CH:4]1[CH2:5][N:25]([CH2:26][c:27]2[cH:28][cH:29][cH:30][cH:31][cH:32]2)[CH2:20][CH2:19][CH2:18][N:6]1[S:7](=[O:8])(=[O:9])[c:10]1[cH:11][cH:12][c:13]([O:16][CH3:17])[cH:14][cH:15]1)=[O:22]. Reactants: Cc1ccc2ccnc(Cl)c2n1, Cc1csc(N)n1. Yields the product Cc1csc(Nc2nccc3ccc(C)nc23)n1. As a reaction SMILES: [Cl:1][c:2]1[n:3][cH:4][cH:5][c:6]2[cH:7][cH:8][c:9]([CH3:12])[n:10][c:11]12.[NH2:13][c:14]1[s:15][cH:16][c:17]([CH3:19])[n:18]1>>[c:2]1([NH:13][c:14]2[s:15][cH:16][c:17]([CH3:19])[n:18]2)[n:3][cH:4][cH:5][c:6]2[cH:7][cH:8][c:9]([CH3:12])[n:10][c:11]12. Reactants: CC=1SC=C(N1)C(=O)NC1=C2C=NNC2=CC(=C1)B1OC(C(O1)(C)C)(C)C (2-Methyl-N-[6-(4,4,5,5-tetramethyl-1,3,2-dioxaborolan-2-yl)-1H-indazol-4-yl]-1,3-thiazole-4-carboxamide), BrC=1C=C(C=NC1)S(=O)(=O)N (5-bromo-3-pyridinesulfonamide). Reagents/catalysts: C=1C=CC(=CC1)[P](C=2C=CC=CC2)(C=3C=CC=CC3)[Pd]([P](C=4C=CC=CC4)(C=5C=CC=CC5)C=6C=CC=CC6)([P](C=7C=CC=CC7)(C=8C=CC=CC8)C=9C=CC=CC9)[P](C=1C=CC=CC1)(C=1C=CC=CC1)C=1C=CC=CC1 (Pd(PPh3)4). Solvent: C([O-])(O)=O.[Na+] (sodium bicarbonate), CC(C)O (IPA). Run at temperature 120 celsius. Yields the product NS(=O)(=O)C=1C=C(C=NC1)C1=CC(=C2C=NNC2=C1)NC(=O)C=1N=C(SC1)C (N-{6-[5-(Aminosulfonyl)-3-pyridinyl]-1H-indazol-4-yl}-2-methyl-1,3-thiazole-4-carboxamide). RXN SMILES: [CH3:1][C:2]1[S:3][CH:4]=[C:5]([C:7]([NH:9][C:10]2[CH:18]=[C:17](B3OC(C)(C)C(C)(C)O3)[CH:16]=[C:15]3[C:11]=2[CH:12]=[N:13][NH:14]3)=[O:8])[N:6]=1.Br[C:29]1[CH:30]=[C:31]([S:35]([NH2:38])(=[O:37])=[O:36])[CH:32]=[N:33][CH:34]=1>CC(O)C.C(=O)(O)[O-].[Na+].C1C=CC([P]([Pd]([P](C2C=CC=CC=2)(C2C=CC=CC=2)C2C=CC=CC=2)([P](C2C=CC=CC=2)(C2C=CC=CC=2)C2C=CC=CC=2)[P](C2C=CC=CC=2)(C2C=CC=CC=2)C2C=CC=CC=2)(C2C=CC=CC=2)C2C=CC=CC=2)=CC=1>[NH2:38][S:35]([C:31]1[CH:30]=[C:29]([C:17]2[CH:16]=[C:15]3[C:11]([CH:12]=[N:13][NH:14]3)=[C:10]([NH:9][C:7]([C:5]3[N:6]=[C:2]([CH3:1])[S:3][CH:4]=3)=[O:8])[CH:18]=2)[CH:34]=[N:33][CH:32]=1)(=[O:37])=[O:36] |f:3.4,^1:51,53,72,91|. Reported procedure: 2-Methyl-N-[6-(4,4,5,5-tetramethyl-1,3,2-dioxaborolan-2-yl)-1H-indazol-4-yl]-1,3-thiazole-4-carboxamide (23 mg, 0.06 mmol), 5-bromo-3-pyridinesulfonamide (18 mg, 0.078 mmol) and Pd(PPh3)4 (7 mg, 0.006 mmol) were combined in IPA (0.5 ml) and 1 M sodium bicarbonate (aq) (0.18 ml). The reaction was heated in a Biotage microwave at 120° C. for 10 mins. After cooling the solvent was removed under a stream of nitrogen and the solid partitioned between water (10 ml) and ethyl acetate:DCM (3×10 ml, 1:1,... Reactants: BrBr (Bromine), C(C)(=O)C=1C=CC2=C(SC(=C2C)Br)C1 (6-acetyl-2-bromo-3-methylbenzo[b]-thiophene). Run in CCOCC (ether), O1CCOCC1 (dioxan), O (water). Conditions: time 45 minute. Product: BrC1=C(C2=C(S1)C=C(C=C2)C(CBr)=O)C (2-bromo-6-bromoacetyl-3-methylbenzo[b]thiophene). Yield: 85.1%. As a reaction SMILES: [Br:1]Br.[C:3]([C:6]1[CH:7]=[CH:8][C:9]2[C:13]([CH3:14])=[C:12]([Br:15])[S:11][C:10]=2[CH:16]=1)(=[O:5])[CH3:4]>CCOCC.O1CCOCC1.O>[Br:15][C:12]1[S:11][C:10]2[CH:16]=[C:6]([C:3](=[O:5])[CH2:4][Br:1])[CH:7]=[CH:8][C:9]=2[C:13]=1[CH3:14]. Procedure: Bromine (1.67 g.) was added dropwise to a stirred solution of 6-acetyl-2-bromo-3-methylbenzo[b]-thiophene (2.50 g.) in a mixture of ether (15 ml.) and dioxan (15 ml.). The solution was stirred for 45 minutes and then diluted with water (100 ml.). The layers were separated and the aqueous layer was washed several times with ethyl acetate. The combined organic layer and extracts were washed with water and dried (Na2SO4). Evaporation of the solvent gave a solid which was chromatographed on silica g...